From a dataset of the Open Reaction Database (ORD), a public repository of structured organic reaction records. describe an organic reaction: reactants, conditions, products, and yield Reactants: NC1(CN(C1)C1=NC(=NC=2N1N=C(C2C2=CC=C(C=C2)Cl)C2=C(C=CC=C2)Cl)C)C(=O)N (3-amino-1-[7-(2-chlorophenyl)-8-(4-chlorophenyl)-2-methylpyrazolo[1,5-a][1,3,5]triazin-4-yl]-azetidine-3-carboxylic acid amide), COC(C)(C)OC (2,2-dimethoxypropane). The reagents and catalysts are C(C)(=O)O (acetic acid). Solvent: C1(=CC=CC=C1)C (toluene). Product: ClC1=C(C=CC=C1)C1=NN2C(N=C(N=C2N2CC3(C2)NC(NC3=O)(C)C)C)=C1C1=CC=C(C=C1)Cl (2-[7-(2-chlorophenyl)-8-(4-chlorophenyl)-2-methylpyrazolo[1,5-a][1,3,5]triazin-4-yl]-6,6-dimethyl-2,5,7-triazaspiro[3.4]octan-8-one). As a reaction SMILES: [NH2:1][C:2]1([C:30]([NH2:32])=[O:31])[CH2:5][N:4]([C:6]2[N:11]3[N:12]=[C:13]([C:22]4[CH:27]=[CH:26][CH:25]=[CH:24][C:23]=4[Cl:28])[C:14]([C:15]4[CH:20]=[CH:19][C:18]([Cl:21])=[CH:17][CH:16]=4)=[C:10]3[N:9]=[C:8]([CH3:29])[N:7]=2)[CH2:3]1.CO[C:35](OC)([CH3:37])[CH3:36]>C1(C)C=CC=CC=1.C(O)(=O)C>[Cl:28][C:23]1[CH:24]=[CH:25][CH:26]=[CH:27][C:22]=1[C:13]1[C:14]([C:15]2[CH:16]=[CH:17][C:18]([Cl:21])=[CH:19][CH:20]=2)=[C:10]2[N:9]=[C:8]([CH3:29])[N:7]=[C:6]([N:4]3[CH2:3][C:2]4([C:30](=[O:31])[NH:32][C:35]([CH3:37])([CH3:36])[NH:1]4)[CH2:5]3)[N:11]2[N:12]=1. Reported procedure: To a mixture of 3-amino-1-[7-(2-chlorophenyl)-8-(4-chlorophenyl)-2-methylpyrazolo[1,5-a][1,3,5]triazin-4-yl]-azetidine-3-carboxylic acid amide (3A-6; 27 mg, 0.057 mmol) and 2,2-dimethoxypropane (0.75 ml, 6.1 mmol) in toluene (1.3 ml) was added acetic acid (5 drops). After stirring at reflux for 18 hours, the reaction was cooled and extracted from saturated aqueous NaHCO3 with ethyl acetate. The combined extracts were dried (MgSO4), concentrated, in vacuo, and then purified on a Biotage™ Flash 12... The reactants are CC(OC(C)(C)C)C(NC(=O)OC(C)(C)C)C(=O)NC1(c2ncccn2)CC1, CCOCC, ClCCl, O=C(O)C(F)(F)F. The product is O=C(O)C(F)(F)F, CC(OC(C)(C)C)C(N)C(=O)NC1(c2ncccn2)CC1. Reaction SMILES: [C:1]([O:2][C:3](=[O:4])[NH:7][CH:8]([CH:9]([CH3:10])[O:11][C:12]([CH3:13])([CH3:14])[CH3:15])[C:16]([NH:17][C:18]1([c:21]2[n:22][cH:23][cH:24][cH:25][n:26]2)[CH2:19][CH2:20]1)=[O:27])([CH3:5])([CH3:6])[CH3:28].[CH3:36][CH2:37][O:38][CH2:39][CH3:40].[Cl:41][CH2:42][Cl:43].[F:29][C:30]([C:31](=[O:32])[OH:33])([F:34])[F:35]>>[F:29][C:30]([C:31](=[O:32])[OH:33])([F:34])[F:35].[NH2:7][CH:8]([CH:9]([CH3:10])[O:11][C:12]([CH3:13])([CH3:14])[CH3:15])[C:16]([NH:17][C:18]1([c:21]2[n:22][cH:23][cH:24][cH:25][n:26]2)[CH2:19][CH2:20]1)=[O:27]. Solvent: C(CCl)Cl (EDC). Reaction SMILES: [Br:1][CH2:2][C:3]1[CH:11]=[CH:10][C:6]([C:7]([NH2:9])=[O:8])=[CH:5][CH:4]=1.C(Cl)(=O)[C:13](Cl)=[O:14]>C(Cl)CCl>[Br:1][CH2:2][C:3]1[CH:11]=[CH:10][C:6]([C:7]([N:9]=[C:13]=[O:14])=[O:8])=[CH:5][CH:4]=1. Procedure details: The title compound was prepared according to the procedure described in step-2 of Intermediate-8 by using 4-(bromomethyl)benzamide (0.200 g), oxalyl chloride (0.012 mL) and EDC (15 mL) to afford 0.150 g of the desired product. Starting materials: BrCC1=CC=C(C(=O)N)C=C1 (4-(bromomethyl)benzamide), C(C(=O)Cl)(=O)Cl (oxalyl chloride). The product is BrCC1=CC=C(C(=O)N=C=O)C=C1 (4-(bromomethyl)benzoyl isocyanate). Reactants: [Br-], BrCCBr, CCCC[N+](CCCC)(CCCC)CCCC, Clc1ccc2[nH]ccc2c1, [Na+], [OH-]. Yields the product Clc1ccc2c(ccn2CCBr)c1. As a reaction SMILES: [Br-:17].[Br:13][CH2:14][CH2:15][Br:16].[CH2:18]([N+:19]([CH2:20][CH2:21][CH2:22][CH3:23])([CH2:24][CH2:25][CH2:26][CH3:27])[CH2:28][CH2:29][CH2:30][CH3:31])[CH2:32][CH2:33][CH3:34].[Cl:1][c:2]1[cH:3][c:4]2[cH:5][cH:6][nH:7][c:8]2[cH:9][cH:10]1.[Na+:12].[OH-:11]>>[Cl:1][c:2]1[cH:3][c:4]2[cH:5][cH:6][n:7]([CH2:15][CH2:14][Br:13])[c:8]2[cH:9][cH:10]1. The reactants are FC1=C(C#N)C=CC(=C1)C(C=1C=NC=CC1)O (2-Fluoro-4-(1-hydroxy-1-pyridin-3-yl-methyl)-benzonitrile). Reagents/catalysts: O=[Mn]=O (MnO2). The solvent is C(Cl)Cl (CH2Cl2). Yields the product FC1=C(C#N)C=CC(=C1)C(=O)C=1C=NC=CC1 (2-Fluoro-4-(1-pyridin-3-yl-methanoyl)-benzonitrile). RXN SMILES: [F:1][C:2]1[CH:9]=[C:8]([CH:10]([OH:17])[C:11]2[CH:12]=[N:13][CH:14]=[CH:15][CH:16]=2)[CH:7]=[CH:6][C:3]=1[C:4]#[N:5]>C(Cl)Cl.O=[Mn]=O>[F:1][C:2]1[CH:9]=[C:8]([C:10]([C:11]2[CH:12]=[N:13][CH:14]=[CH:15][CH:16]=2)=[O:17])[CH:7]=[CH:6][C:3]=1[C:4]#[N:5]. Procedure details: 2-Fluoro-4-(1-hydroxy-1-pyridin-3-yl-methyl)-benzonitrile (1.04 g, 4.55 mmol) and MnO2 (3.96 g, 45.5 mmol) were stirred in CH2Cl2 (100 mL) for 4 h. The solution was filtered through a celite pad and concentrated to give the title compound. Reactants: C(C)(C)OC(=O)N1CCN(CC1)C1=NC=2N(C=C1)N=CC2Br (4-(3-bromo-pyrazolo[1,5-a]pyrimidin-5-yl)-piperazine-1-carboxylic acid isopropyl ester), COC1=C(C=CC=C1)B(O)O (2-methoxyphenylboronic acid). Yields the product C(C)(C)OC(=O)N1CCN(CC1)C1=NC=2N(C=C1)N=CC2C2=C(C=CC=C2)OC (4-[3-(2-Methoxy-phenyl)-pyrazolo[1,5-a]pyrimidin-5-yl]-piperazine-1-carboxylic acid isopropyl ester). Isolated yield 17.6%. RXN SMILES: [CH:1]([O:4][C:5]([N:7]1[CH2:12][CH2:11][N:10]([C:13]2[CH:18]=[CH:17][N:16]3[N:19]=[CH:20][C:21](Br)=[C:15]3[N:14]=2)[CH2:9][CH2:8]1)=[O:6])([CH3:3])[CH3:2].[CH3:23][O:24][C:25]1[CH:30]=[CH:29][CH:28]=[CH:27][C:26]=1B(O)O>>[CH:1]([O:4][C:5]([N:7]1[CH2:12][CH2:11][N:10]([C:13]2[CH:18]=[CH:17][N:16]3[N:19]=[CH:20][C:21]([C:26]4[CH:27]=[CH:28][CH:29]=[CH:30][C:25]=4[O:24][CH3:23])=[C:15]3[N:14]=2)[CH2:9][CH2:8]1)=[O:6])([CH3:3])[CH3:2]. Procedure details: Prepared similarly to the preparation of example 5.6.9 from 4-(3-bromo-pyrazolo[1,5-a]pyrimidin-5-yl)-piperazine-1-carboxylic acid isopropyl ester (385.0 mg, 1.1 mmol) and 2-methoxyphenylboronic acid [5720-06-9] (191.8 mg, 1.3 mmol) to afford 76.4 mg of yellow powder as a free base, mp. 57-59° C. 1H NMR (400 MHz, DMSO-d6) δ ppm 1.22 (d, J=6.32 Hz, 6 H) 3.48-3.54 (m, 4 H) 3.68-3.77 (m, 4 H) 3.87 (s, 3 H) 4.77-4.85 (m, 1 H) 6.76 (d, J=7.83 Hz, 1 H) 6.94-7.07 (m, 2 H) 7.10-7.18 (m, 1 H) 8.38 (dd, J...